From a dataset of the Open Reaction Database (ORD), a public repository of structured organic reaction records. describe an organic reaction: reactants, conditions, products, and yield Starting materials: CN1C(NC(C1)=O)=NC(O)=O (tetrahydro-1-methyl-4-oxo-1H-imidazol-2-ylidene carbamic acid), NC1=NC=C(C=C1)Cl (2-amino-5-chloropyridine). Run in CN(C)C=O (DMF). Yields the product ClC=1C=CC(=NC1)NC(=O)N=C1N(CC(N1)=O)C (1-(5-Chloro-2-pyridinyl)-3-(tetrahydro-1-methyl-4-oxo-1H-imidazol-2-ylidene) urea). Reaction SMILES: [CH3:1][N:2]1[CH2:6][C:5](=[O:7])[NH:4][C:3]1=[N:8][C:9](=[O:11])O.[NH2:12][C:13]1[CH:18]=[CH:17][C:16]([Cl:19])=[CH:15][N:14]=1>CN(C=O)C>[Cl:19][C:16]1[CH:17]=[CH:18][C:13]([NH:12][C:9]([N:8]=[C:3]2[NH:4][C:5](=[O:7])[CH2:6][N:2]2[CH3:1])=[O:11])=[N:14][CH:15]=1. Procedure details: A mixture of 2.3 g. (10 mM) of the phenyl carbamate 8 and 3.0 g. (23 mM) of 2-amino-5-chloropyridine in 25 ml of anhydrous DMF was heated at 45°-50° C. for 2 hrs., cooled and filtered. The collected solid was washed successively with cold DMF, ethyl acetate, and ether to give 1.6 g of the above urea as a yellow solid, m.p. 250°-251° C. (dec.). The reactants are BrC(C(=O)OC)CCBr (methyl 2,4-dibromobutanoate), S1CCC(CC1)N (tetrahydro-thiopyran-4-ylamine). Product: S1CCC(CC1)N1C(CC1)C(=O)OC (methyl 1-(tetrahydro-2H-thiopyran-4-yl)azetidine-2-carboxylate). The yield is 35.0%. RXN SMILES: Br[CH:2]([CH2:7][CH2:8]Br)[C:3]([O:5][CH3:6])=[O:4].[S:10]1[CH2:15][CH2:14][CH:13]([NH2:16])[CH2:12][CH2:11]1>>[S:10]1[CH2:15][CH2:14][CH:13]([N:16]2[CH2:8][CH2:7][CH:2]2[C:3]([O:5][CH3:6])=[O:4])[CH2:12][CH2:11]1. Procedure details: The reaction of methyl 2,4-dibromobutanoate 17 with tetrahydro-thiopyran-4-ylamine 18J yielded methyl 1-(tetrahydro-2H-thiopyran-4-yl)azetidine-2-carboxylate as a light brown solid (35%). MS ISP (m/e): 216.3 (100) [(M+H)]+. The reactants are O.NN (hydrazine hydrate), Cl.Cl.NN (hydrazine dihydrochloride), NC=1SC2=C(N1)C=CC(=C2)OC(F)(F)F (2-amino-6-trifluoromethoxybenzothiazole). The solvent is C(CO)O (ethylene glycol). Conditions: temperature 140 celsius. Product: N(N)C=1SC2=C(N1)C=CC(=C2)OC(F)(F)F (2-hydrazino-6-trifluoromethoxybenzothiazole). Isolated yield 90.3%. Reaction SMILES: [NH2:1][C:2]1[S:3][C:4]2[CH:10]=[C:9]([O:11][C:12]([F:15])([F:14])[F:13])[CH:8]=[CH:7][C:5]=2[N:6]=1.O.[NH2:17]N.Cl.Cl.NN>C(O)CO>[NH:1]([C:2]1[S:3][C:4]2[CH:10]=[C:9]([O:11][C:12]([F:15])([F:13])[F:14])[CH:8]=[CH:7][C:5]=2[N:6]=1)[NH2:17] |f:1.2,3.4.5|. Procedure details: To a suspension of 93.6 g of 2-amino-6-trifluoromethoxybenzothiazole in 420 cm3 of ethylene glycol under a stream of nitrogen are added 48 g of hydrazine hydrate and 42 g of hydrazine dihydrochloride. The mixture is heated for 2 hours at 140° C. After cooling, the precipitate is filtered off and triturated with a water/diethyl ether mixture (1/1 by volume). 89.9 g of 2-hydrazino-6-trifluoromethoxybenzothiazole are thus obtained, melting at 208° C. Solvent: N1=CC=CC=C1 (pyridine). Yield: 86.0%. Run at time 5 minute. Procedure: A solution of 3,5-dimethyl-1-adamantanecarboxylic acid (2.51 g, 12.1 mmol) in dry pyridine (40 mL) at 0° C. was treated dropwise with methanesulphonyl chloride (1.4 g, 12.2 nmmol), stirred for 2 h, saturated with ammonia gas, stirred for 5 min and the excess ammonia removed in vacuo. The resulting suspension at 0° C. was treated with methanesulphonyl chloride (11.8 g, 102 mmol), stirred overnight at room temperature, poured into cold 1-M HCl (200 mL) and extracted with EtOAc (3×40 mL). The organ... Yields the product CC12CC3(CC(CC(C1)(C3)C)C2)C#N (3,5-Dimethyl-1-adamantanecarbonitrile). Reactants: CC12CC3(CC(CC(C1)(C3)C)C2)C(=O)O (3,5-dimethyl-1-adamantanecarboxylic acid), CS(=O)(=O)Cl (methanesulphonyl chloride), CS(=O)(=O)Cl (methanesulphonyl chloride), 1-M, Cl (HCl), N (ammonia). Reaction SMILES: [CH3:1][C:2]12[CH2:12][CH:6]3[CH2:7][C:8]([CH3:11])([CH2:10][C:4]([C:13](O)=O)([CH2:5]3)[CH2:3]1)[CH2:9]2.CS(Cl)(=O)=O.[NH3:21].Cl>N1C=CC=CC=1>[CH3:1][C:2]12[CH2:12][CH:6]3[CH2:7][C:8]([CH3:11])([CH2:10][C:4]([C:13]#[N:21])([CH2:5]3)[CH2:3]1)[CH2:9]2.